Dataset: the Open Reaction Database (ORD), a public repository of structured organic reaction records. Task: describe an organic reaction: reactants, conditions, products, and yield Reactants: CN(C)c1ccc(-c2cc(=O)c3c(NCCCCCCBr)c(F)cc(F)c3o2)cc1F, [Cl-], [H-], [NH4+], [Na+], C1CCOC1, c1c[nH]cn1. Product: CN(C)c1ccc(-c2cc(=O)c3c(NCCCCCCn4ccnc4)c(F)cc(F)c3o2)cc1F. RXN SMILES: [Br:1][CH2:2][CH2:3][CH2:4][CH2:5][CH2:6][CH2:7][NH:8][c:9]1[c:10]([F:31])[cH:11][c:12]([F:30])[c:13]2[c:14]1[c:15](=[O:29])[cH:16][c:17](-[c:19]1[cH:20][c:21]([F:28])[c:22]([N:25]([CH3:26])[CH3:27])[cH:23][cH:24]1)[o:18]2.[Cl-:39].[H-:37].[NH4+:40].[Na+:38].[O:41]1[CH2:42][CH2:43][CH2:44][CH2:45]1.[nH:32]1[cH:33][n:34][cH:35][cH:36]1>>[CH2:2]([CH2:3][CH2:4][CH2:5][CH2:6][CH2:7][NH:8][c:9]1[c:10]([F:31])[cH:11][c:12]([F:30])[c:13]2[c:14]1[c:15](=[O:29])[cH:16][c:17](-[c:19]1[cH:20][c:21]([F:28])[c:22]([N:25]([CH3:26])[CH3:27])[cH:23][cH:24]1)[o:18]2)[n:32]1[cH:33][n:34][cH:35][cH:36]1. The reactants are CCS(=O)(=O)c1ccc(-c2ccc3cc(OC)ccc3c2Oc2ccc(OCCN3CCCCC3)cc2)cc1, CCS(=O)(=O)c1ccc(-c2ccc3cc(O)ccc3c2Oc2ccc(OCCN3CCCCC3)cc2)cc1, CCOC(C)=O, CCOCC, Cl, Cl. Product: CCS(=O)(=O)c1ccc(-c2ccc3cc(O)ccc3c2Oc2ccc(OCCN3CCCCC3)cc2)cc1, Cl. RXN SMILES: [CH2:2]([CH3:3])[S:4](=[O:5])(=[O:6])[c:7]1[cH:8][cH:9][c:10](-[c:13]2[c:14]([O:25][c:26]3[cH:27][cH:28][c:29]([O:30][CH2:31][CH2:32][N:33]4[CH2:34][CH2:35][CH2:36][CH2:37][CH2:38]4)[cH:39][cH:40]3)[c:15]3[cH:16][cH:17][c:18]([O:23][CH3:24])[cH:19][c:20]3[cH:21][cH:22]2)[cH:11][cH:12]1.[CH2:41]([S:42]([c:43]1[cH:44][cH:45][c:46](-[c:47]2[c:48]([O:49][c:50]3[cH:51][cH:52][c:53]([O:54][CH2:55][CH2:56][N:57]4[CH2:58][CH2:59][CH2:60][CH2:61][CH2:62]4)[cH:63][cH:64]3)[c:65]3[c:66]([cH:67][cH:68]2)[cH:69][c:70]([OH:71])[cH:72][cH:73]3)[cH:74][cH:75]1)(=[O:76])=[O:77])[CH3:78].[CH3:80][CH2:81][O:82][C:83](=[O:84])[CH3:85].[CH3:86][CH2:87][O:88][CH2:89][CH3:90].[ClH:1].[ClH:79]>>[CH2:2]([CH3:3])[S:4](=[O:5])(=[O:6])[c:7]1[cH:8][cH:9][c:10](-[c:13]2[c:14]([O:25][c:26]3[cH:27][cH:28][c:29]([O:30][CH2:31][CH2:32][N:33]4[CH2:34][CH2:35][CH2:36][CH2:37][CH2:38]4)[cH:39][cH:40]3)[c:15]3[cH:16][cH:17][c:18]([OH:23])[cH:19][c:20]3[cH:21][cH:22]2)[cH:11][cH:12]1.[ClH:1]. The reactants are C(C)(=O)O (acetic acid), Ceric ammonium nitrate, S1C2=C(C=C1)C(CCC2)NC=O ((-)-N-(4,5,6,7-tetrahydrobenzo[b]thien-4-yl)formamide), [Na+].[Cl-] (NaCl). Run at time 15 minute. The product is O=C1CCC(C2=C1SC=C2)NC=O ((-)-N-(4,5,6,7-tetrahydro-7-oxobenzo[b]thien-4-yl)formamide). RXN SMILES: [S:1]1[CH:5]=[CH:4][C:3]2[CH:6]([NH:10][CH:11]=[O:12])[CH2:7][CH2:8][CH2:9][C:2]1=2.[Na+].[Cl-].C(O)(=[O:17])C>>[O:17]=[C:9]1[C:2]2[S:1][CH:5]=[CH:4][C:3]=2[CH:6]([NH:10][CH:11]=[O:12])[CH2:7][CH2:8]1 |f:1.2|. Procedure: Ceric ammonium nitrate (726.9 grams) is added portionwise to a stirred solution of 59.6 grams of (-)-N-(4,5,6,7-tetrahydrobenzo[b]thien-4-yl)formamide in 1712 ml. of 50% aqueous acetic acid. The addition is completed in half an hour and the temperature is kept at 25°-28° C. After 15 minutes of stirring, the mixture is saturated with NaCl and extracted with CH2Cl2 (2 × 1200 ml., 600 ml.) and the combined extracts are washed with 600 ml. of brine and then with 250 ml. of water. The water is counte...